Task: describe an organic reaction: reactants, conditions, products, and yield. Dataset: the Open Reaction Database (ORD), a public repository of structured organic reaction records The reactants are O.[OH-].[Li+] (Lithium hydroxide monohydrate), COC(CC1=CC2=CC=C(C=C2C(=C1C)C1=CC=C(C=C1)S(=O)(=O)C1=C(C=C(C=C1)Cl)Cl)F)=O ({4-[4-(2,4-dichlorobenzenesulfonyl)-phenyl]-6-fluoro-3-methyl-naphthalen-2-yl}-acetic acid methyl ester). The solvent is hexanes, C1CCOC1.O (THF H2O). Reaction conditions: time 16 hour. Product: ClC1=C(C=CC(=C1)Cl)S(=O)(=O)C1=CC=C(C=C1)C1=C(C(=CC2=CC=C(C=C12)F)CC(=O)O)C ({4-[4-(2,4-dichlorobenzenesulfonyl)-phenyl]-6-fluoro-3-methyl-naphthalen-2-yl}-acetic acid). Isolated yield 66.2%. RXN SMILES: O.[OH-].[Li+].C[O:5][C:6](=[O:37])[CH2:7][C:8]1[C:17]([CH3:18])=[C:16]([C:19]2[CH:24]=[CH:23][C:22]([S:25]([C:28]3[CH:33]=[CH:32][C:31]([Cl:34])=[CH:30][C:29]=3[Cl:35])(=[O:27])=[O:26])=[CH:21][CH:20]=2)[C:15]2[C:10](=[CH:11][CH:12]=[C:13]([F:36])[CH:14]=2)[CH:9]=1>C1COCC1.O>[Cl:35][C:29]1[CH:30]=[C:31]([Cl:34])[CH:32]=[CH:33][C:28]=1[S:25]([C:22]1[CH:21]=[CH:20][C:19]([C:16]2[C:15]3[C:10](=[CH:11][CH:12]=[C:13]([F:36])[CH:14]=3)[CH:9]=[C:8]([CH2:7][C:6]([OH:37])=[O:5])[C:17]=2[CH3:18])=[CH:24][CH:23]=1)(=[O:26])=[O:27] |f:0.1.2,4.5|. Procedure details: Lithium hydroxide monohydrate (0.009 g, 0.22 mmol) was added to a stirred solution of {4-[4-(2,4-dichlorobenzenesulfonyl)-phenyl]-6-fluoro-3-methyl-naphthalen-2-yl}-acetic acid methyl ester (0.028 g, 0.054 mmol) in a 3:1 THF—H2O mixture (4 mL). The reaction mixture was stirred for 16 hours at room temperature. The THF was distilled off under reduced pressure, and the crude residue was diluted with water, acidified [pH˜2] via the drop-wise addition of an aqueous solution of hydrochloric acid (6.0...